From a dataset of the Open Reaction Database (ORD), a public repository of structured organic reaction records. describe an organic reaction: reactants, conditions, products, and yield Reactants: solution, C([O-])([O-])=O.[Na+].[Na+] (sodium carbonate), CC=1C(=CSC1)B(O)O (4-methyl-3-thiopheneboronic acid), C(C)(C)(C)OC(C1=CC(=CC(=C1)OCCCCCCC1=C(C(=CC=C1)OCCCC(=O)OCC)CCC(=O)OCC)Br)=O (3-Bromo-5-{6-[2-(2-ethoxycarbonyl-ethyl)-3-(3-ethoxycarbonyl-propoxy)-phenyl]-hexyloxy}-benzoic acid tert-butyl ester). The reagents and catalysts are C=1C=CC(=CC1)[P](C=2C=CC=CC2)(C=3C=CC=CC3)[Pd]([P](C=4C=CC=CC4)(C=5C=CC=CC5)C=6C=CC=CC6)([P](C=7C=CC=CC7)(C=8C=CC=CC8)C=9C=CC=CC9)[P](C=1C=CC=CC1)(C=1C=CC=CC1)C=1C=CC=CC1 (Pd(PPh3)4). Run in COCCOC (1,2-dimethoxyethane). Run at temperature 85 celsius, time 2 hour. Product: C(C)(C)(C)OC(C1=CC(=CC(=C1)C1=CSC=C1C)OCCCCCCC1=C(C(=CC=C1)OCCCC(=O)OCC)CCC(=O)OCC)=O (3-{6-[2-(2-Ethoxycarbonyl-ethyl)-3-(3-ethoxycarbonyl-propoxy)-phenyl]-hexyloxy}-5-(4-methyl-thiophen-3-yl)-benzoic acid tert-butyl ester). Isolated yield 87.7%. As a reaction SMILES: [C:1]([O:5][C:6](=[O:43])[C:7]1[CH:12]=[C:11]([O:13][CH2:14][CH2:15][CH2:16][CH2:17][CH2:18][CH2:19][C:20]2[CH:25]=[CH:24][CH:23]=[C:22]([O:26][CH2:27][CH2:28][CH2:29][C:30]([O:32][CH2:33][CH3:34])=[O:31])[C:21]=2[CH2:35][CH2:36][C:37]([O:39][CH2:40][CH3:41])=[O:38])[CH:10]=[C:9](Br)[CH:8]=1)([CH3:4])([CH3:3])[CH3:2].C(=O)([O-])[O-].[Na+].[Na+].[CH3:50][C:51]1[C:52](B(O)O)=[CH:53][S:54][CH:55]=1>COCCOC.C1C=CC([P]([Pd]([P](C2C=CC=CC=2)(C2C=CC=CC=2)C2C=CC=CC=2)([P](C2C=CC=CC=2)(C2C=CC=CC=2)C2C=CC=CC=2)[P](C2C=CC=CC=2)(C2C=CC=CC=2)C2C=CC=CC=2)(C2C=CC=CC=2)C2C=CC=CC=2)=CC=1>[C:1]([O:5][C:6](=[O:43])[C:7]1[CH:8]=[C:9]([C:52]2[C:51]([CH3:50])=[CH:55][S:54][CH:53]=2)[CH:10]=[C:11]([O:13][CH2:14][CH2:15][CH2:16][CH2:17][CH2:18][CH2:19][C:20]2[CH:25]=[CH:24][CH:23]=[C:22]([O:26][CH2:27][CH2:28][CH2:29][C:30]([O:32][CH2:33][CH3:34])=[O:31])[C:21]=2[CH2:35][CH2:36][C:37]([O:39][CH2:40][CH3:41])=[O:38])[CH:12]=1)([CH3:4])([CH3:3])[CH3:2] |f:1.2.3,^1:68,70,89,108|. Procedure details: 3-Bromo-5-{6-[2-(2-ethoxycarbonyl-ethyl)-3-(3-ethoxycarbonyl-propoxy)-phenyl]-hexyloxy}-benzoic acid tert-butyl ester (2.0 g) was dissolved in 1,2-dimethoxyethane (40 mL), followed by addition of Pd(PPh3)4 (80 mg), 2 M solution of sodium carbonate (6 mL) and 4-methyl-3-thiopheneboronic acid (641 mg). The resulting reaction mixture was stirred at 85° C. for 2 h. After cooling the reaction mixture was filtered through Celite™, diluted with ethyl acetate and washed with water and brine. The organic... The reactants are C1=CC(=C(C(=C1)Cl)/N=C\2/NCCO2)Cl (clidafidine), CC(C)C(C=1C=CC(=CC1)Cl)C(=O)OC(C#N)C=2C=CC=C(C2)OC=3C=CC=CC3 (fenvaierate), CC1(C(C1C(=O)OCC=2C=CC=C(C2)OC=3C=CC=CC3)C=C(Cl)Cl)C (permethrin), COP(=S)(OC)OC=1C=C(C(=CC1Cl)Cl)Cl (fenclofos), C[C@@H]\1C/C(=C/C[C@@H]2C[C@@H](C[C@@]3(O2)C/C(=N\OC)/[C@@H]([C@H](O3)/C(=C/C(C)C)/C)C)OC(=O)[C@@H]4C=C([C@H]([C@@H]5[C@]4(/C(=C/C=C1)/CO5)O)O)C)/C (moxidectin), COP(=S)(OC)OC=1C=CC(=CC1)SC=2C=CC(=CC2)OP(=S)(OC)OC (temefos), C=1C(=CC(=C(C1NC(=O)C(C(F)F)(F)F)N)[N+](=O)[O-])C(F)(F)F (nifluridide), [C@@H]1([C@@H]([C@@H]([C@H]([C@@H]([C@@H]1Cl)Cl)Cl)Cl)Cl)Cl (lindane), CC1(C(C1C(=O)OC(C#N)C=2C=CC=C(C2)OC=3C=CC=CC3)C=C(Cl)Cl)C (cypermethrin), CC[C@H](C)C1[C@H](C=C[C@@]2(O1)C[C@@H]3CC(O2)C/C=C(/[C@H]([C@H](/C=C/C=C/4\CO[C@H]5[C@@]4([C@@H](C=C([C@H]5O)C)C(=O)O3)O)C)O[C@H]6C[C@@H]([C@H]([C@@H](O6)C)O[C@H]7C[C@@H]([C@@H]([C@@H](O7)C)NC(=O)C)OC)OC)\C)C (eprinomectin), CC[C@H](C)[C@@H]1[C@H](CC[C@@]2(O1)C[C@@H]3C[C@H](O2)C/C=C(/[C@H]([C@H](/C=C/C=C/4\CO[C@H]5[C@@]4([C@@H](C=C([C@H]5O)C)C(=O)O3)O)C)O[C@H]6C[C@@H]([C@H]([C@@H](O6)C)O[C@H]7C[C@@H]([C@H]([C@@H](O7)C)O)OC)OC)\C)C.C[C@H]1CC[C@]2(C[C@@H]3C[C@H](O2)C/C=C(/[C@H]([C@H](/C=C/C=C/4\CO[C@H]5[C@@]4([C@@H](C=C([C@H]5O)C)C(=O)O3)O)C)O[C@H]6C[C@@H]([C@H]([C@@H](O6)C)O[C@H]7C[C@@H]([C@H]([C@@H](O7)C)O)OC)OC)\C)O[C@@H]1C(C)C (ivermectin). Product: CNC(=O)OC=1C=CC=C2C1C=CC=C2 (carbaril). Reaction SMILES: [CH:1]1[CH:6]=[C:5](Cl)[C:4](/N=C2/NCCO/2)=[C:3](Cl)[CH:2]=1.CC1(C)C([C:19]([O:21][CH:22]([C:25]2[CH:26]=[CH:27]C=C(OC3C=CC=CC=3)C=2)C#N)=[O:20])C1C=C(Cl)Cl.CC[C@@H](C1O[C@]2(OC3CC=C(C)[C@@H](O[C@@H]4O[C@@H](C)[C@H](O[C@@H]5O[C@@H](C)[C@@H:94]([NH:98]C(C)=O)[C@@H](OC)C5)[C@@H](OC)C4)[C@@H](C)C=CC=C4CO[C@@H]5[C@H](O)C(C)=C[C@@H](C(O[C@@H](C3)C2)=O)[C@]45O)C=C[C@@H]1C)C.COP(OC1C=C(Cl)C(Cl)=CC=1Cl)(OC)=S.CC(C(C(OC(C1C=CC=C(OC2C=CC=CC=2)C=1)C#N)=O)C1C=CC(Cl)=CC=1)C.CC[C@@H]([C@H]1O[C@]2(O[C@@H]3CC=C(C)[C@@H](O[C@@H]4O[C@@H](C)[C@H](O[C@@H]5O[C@@H](C)[C@H](O)[C@@H](OC)C5)[C@@H](OC)C4)[C@@H](C)C=CC=C4CO[C@@H]5[C@H](O)C(C)=C[C@@H](C(O[C@@H](C3)C2)=O)[C@]45O)CC[C@@H]1C)C.C[C@@H]1[C@@H](C(C)C)O[C@]2(O[C@@H]3CC=C(C)[C@@H](O[C@@H]4O[C@@H](C)[C@H](O[C@@H]5O[C@@H](C)[C@H](O)[C@@H](OC)C5)[C@@H](OC)C4)[C@@H](C)C=CC=C4CO[C@@H]5[C@H](O)C(C)=C[C@@H](C(O[C@@H](C3)C2)=O)[C@]45O)CC1.[C@@H]1(Cl)[C@@H](Cl)[C@@H](Cl)[C@H](Cl)[C@@H](Cl)[C@H]1Cl.C[C@@H]1CC(C)=CC[C@H]2O[C@]3(O[C@H](/C(/C)=C/C(C)C)[C@@H](C)/C(=N/OC)/C3)C[C@@H](OC([C@H]3[C@]4(O)C(CO[C@@H]4[C@H](O)C(C)=C3)=CC=C1)=O)C2.C1C(C(F)(F)F)=CC([N+]([O-])=O)=C(N)C=1NC(C(F)(F)C(F)F)=O.CC1(C)C(C(OCC2C=CC=C(OC3C=CC=CC=3)C=2)=O)C1C=C(Cl)Cl.COP(OC1C=CC(SC2C=CC(OP(OC)(OC)=S)=CC=2)=CC=1)(OC)=S>>[CH3:94][NH:98][C:19]([O:21][C:22]1[CH:25]=[CH:26][CH:27]=[C:4]2[CH:3]=[CH:2][CH:1]=[CH:6][C:5]=12)=[O:20] |f:5.6|. Reported procedure: clidafidine; cypermethrin; eprinomectin; fenclofos; fenvaierate; ivermectin; lindane; moxidectin; nifluridide; permethrin; temefos. Starting materials: COC1=CC=C(C(C2=CC=CC=C2)(C2=CC=CC=C2)OC[C@@H]2[C@H]([C@H]([C@@H](O2)N2C(=O)NC(=O)C(=C2)C)OCCOC)CI)C=C1 (3′-deoxy-5′-O-(4-methoxytrityl)-3′-(iodomethyl)-2′-O-(2-methoxyethyl)-5-methyluridine), [PH2]([O-])=O.[NH4+] (ammonium phosphinate), C[Si](N[Si](C)(C)C)(C)C (1,1,1,3,3,3-hexamethyldisilazane), C(C)(C)N(CC)C(C)C (diisopropylethylamine), C[Si](C)(C)P([O-])(=O)[Si](C)(C)C (BTSP). Run in ClCCl (dichloromethane), C1CCOC1.CO.CCN(CC)CC (THF MeOH NEt3), ClCCl (dichloromethane). Conditions: time 8 hour. Yields the product COC1=CC=C(C(C2=CC=CC=C2)(C2=CC=CC=C2)OC[C@@H]2[C@H]([C@H]([C@@H](O2)N2C(=O)NC(=O)C(=C2)C)OCCOC)C)C=C1 (3′-Deoxy-5′-O-(4-methoxytrityl)-3′-methyl-2′-O-(2-methoxyethyl)-5-methyluridine). The yield is 58.9%. As a reaction SMILES: [PH2](=O)[O-].[NH4+].C[Si](C)(C)N[Si](C)(C)C.C[Si](P([Si](C)(C)C)(=O)[O-])(C)C.[CH3:25][O:26][C:27]1[CH:68]=[CH:67][C:30]([C:31]([O:44][CH2:45][C@H:46]2[O:50][C@@H:49]([N:51]3[CH:58]=[C:57]([CH3:59])[C:55](=[O:56])[NH:54][C:52]3=[O:53])[C@H:48]([O:60][CH2:61][CH2:62][O:63][CH3:64])[C@@H:47]2[CH2:65]I)([C:38]2[CH:43]=[CH:42][CH:41]=[CH:40][CH:39]=2)[C:32]2[CH:37]=[CH:36][CH:35]=[CH:34][CH:33]=2)=[CH:29][CH:28]=1.C(N(C(C)C)CC)(C)C>ClCCl.C1COCC1.CO.CCN(CC)CC>[CH3:25][O:26][C:27]1[CH:28]=[CH:29][C:30]([C:31]([O:44][CH2:45][C@H:46]2[O:50][C@@H:49]([N:51]3[CH:58]=[C:57]([CH3:59])[C:55](=[O:56])[NH:54][C:52]3=[O:53])[C@H:48]([O:60][CH2:61][CH2:62][O:63][CH3:64])[C@@H:47]2[CH3:65])([C:32]2[CH:33]=[CH:34][CH:35]=[CH:36][CH:37]=2)[C:38]2[CH:43]=[CH:42][CH:41]=[CH:40][CH:39]=2)=[CH:67][CH:68]=1 |f:0.1,7.8.9|. Reported procedure: A mixture of ammonium phosphinate (410 mg, 5.1 mmol) and 1,1,1,3,3,3-hexamethyldisilazane (1.18 mL, 0.90 g, 5.59 mmol) was heated at 100–110° C. for 2 h under nitrogen atmosphere with condenser. The intermediate BTSP (bis[trimethylsilyl]phosphinate) was cooled to 0° C. and 5 mL of dichloromethane was injected. To this mixture was injected a solution of 3′-deoxy-5′-O-(4-methoxytrityl)-3′-(iodomethyl)-2′-O-(2-methoxyethyl)-5-methyluridine (0.78 g, 1.1 mmol) and diisopropylethylamine (0.39 mL, 287 ... The reactants are S1(=O)(=O)NC(=O)C2=CC=CC=C12 (saccharin), [H-].[Na+] (NaH), BrCCCCOC1=CC(=CC=C1)C (1-(4-bromobutoxy)-3-methylbenzene). Run in CN(C)C=O (DMF), CN(C)C=O (DMF). Product: CC=1C=C(OCCCCN2S(=O)(=O)C3=CC=CC=C3C2=O)C=CC1 (N-[4-(3-Methyl-phenoxy)-butyl]saccharin). Yield: 55.0%. As a reaction SMILES: [S:1]1([C:12]2[C:7](=[CH:8][CH:9]=[CH:10][CH:11]=2)[C:5](=[O:6])[NH:4]1)(=[O:3])=[O:2].[H-].[Na+].Br[CH2:16][CH2:17][CH2:18][CH2:19][O:20][C:21]1[CH:26]=[CH:25][CH:24]=[C:23]([CH3:27])[CH:22]=1>CN(C=O)C>[CH3:27][C:23]1[CH:22]=[C:21]([CH:26]=[CH:25][CH:24]=1)[O:20][CH2:19][CH2:18][CH2:17][CH2:16][N:4]1[C:5](=[O:6])[C:7]2[C:12](=[CH:11][CH:10]=[CH:9][CH:8]=2)[S:1]1(=[O:2])=[O:3] |f:1.2|. Reported procedure: The title compound was synthesized analogously to 83.8 (see experimental below), using a solution of saccharin (92 mg, 0.5 mmol) in anhydrous DMF (4 mL), NaH (60% dispersion in mineral oil, 21 mg, 0.52 mmol) and a solution of 1-(4-bromobutoxy)-3-methylbenzene (146 mg, 0.6 mmol) in DMF (anhydrous, 1 mL). The crude product obtained after workup was purified by flash column chromatography on silica gel (25% ethyl acetate-petroleum ether) to give 83.6 as a viscous liquid in 55% yield (95 mg). The reactants are ClC1=C(C=C2CCNC2=C1)CC (6-Chloro-5-ethylindoline), N1=CC(=CC=C1)N=C=O (3-pyridylisocyanate). Product: ClC1=C(C=C2CCN(C2=C1)C(NC=1C=NC=CC1)=O)CC (6-Chloro-5-ethyl-1-(3-pyridylcarbamoyl)indoline). The yield is 59.0%. Reaction SMILES: [Cl:1][C:2]1[CH:10]=[C:9]2[C:5]([CH2:6][CH2:7][NH:8]2)=[CH:4][C:3]=1[CH2:11][CH3:12].[N:13]1[CH:18]=[CH:17][CH:16]=[C:15]([N:19]=[C:20]=[O:21])[CH:14]=1>>[Cl:1][C:2]1[CH:10]=[C:9]2[C:5]([CH2:6][CH2:7][N:8]2[C:20](=[O:21])[NH:19][C:15]2[CH:14]=[N:13][CH:18]=[CH:17][CH:16]=2)=[CH:4][C:3]=1[CH2:11][CH3:12]. Procedure: 6-Chloro-5-ethylindoline (D52) (0.42 g, 2.33 mmol) was treated with 3-pyridylisocyanate as in the procedure described in Example 1. The crude product was recrystallised from ethanol/diethyl ether to give the title compound (0.42 g, 59%) as a white crystalline solid m.p.=227° C. Reactants: CC1=CC(=C2C(=N1)C(=NN2C)C2=C(C=C(C=C2)Cl)Cl)O (5-methyl-7-hydroxy-1-methyl-3-(2,4-dichloro-phenyl)pyrazolo[4,3-b]pyridine), P(=O)(Cl)(Cl)Cl (phosphorous oxychloride). Yields the product CC1=CC(=C2C(=N1)C(=NN2C)C2=C(C=C(C=C2)Cl)Cl)Cl (5-methyl-7-chloro-1-methyl-3-(2,4-dichlorophenyl)-pyrazolo[4,3-b]pyridine). Reaction SMILES: [CH3:1][C:2]1[N:7]=[C:6]2[C:8]([C:12]3[CH:17]=[CH:16][C:15]([Cl:18])=[CH:14][C:13]=3[Cl:19])=[N:9][N:10]([CH3:11])[C:5]2=[C:4](O)[CH:3]=1.P(Cl)(Cl)([Cl:23])=O>>[CH3:1][C:2]1[N:7]=[C:6]2[C:8]([C:12]3[CH:17]=[CH:16][C:15]([Cl:18])=[CH:14][C:13]=3[Cl:19])=[N:9][N:10]([CH3:11])[C:5]2=[C:4]([Cl:23])[CH:3]=1. Procedure details: Intermediate (10) was refluxed in the presence of phosphorous oxychloride (45 ml) for 4 hours. The reaction mixture was cooled to room temperature, concentrated and partitioned between ethyl acetate and saturated sodium bicarbonate solution. The aqueous layer was extracted with ethyl acetate. The combined organic layers were dried, concentrated, and the residue was purified over silica gel (eluent: 10% diethyl ether/hexanes), yielding 5-methyl-7-chloro-1-methyl-3-(2,4-dichlorophenyl)-pyrazolo[4,...